Dataset: the Open Reaction Database (ORD), a public repository of structured organic reaction records. Task: describe an organic reaction: reactants, conditions, products, and yield The reactants are [N+](=O)([O-])C=1C=NC2=CC=CC=C2C1N[C@@H](CO)CC ((2R)-2-[(3—Nitroquinolin-4-yl)amino]butan-1-ol). Reagents/catalysts: [Pt] (platinum on carbon). Solvent: C(C)(C)O (isopropanol). Yields the product NC=1C=NC2=CC=CC=C2C1N[C@@H](CO)CC ((2R)-2-[(3-aminoquinolin-4-yl)amino]butan-1-ol). The yield is 98.9%. Reaction SMILES: [N+:1]([C:4]1[CH:5]=[N:6][C:7]2[C:12]([C:13]=1[NH:14][C@H:15]([CH2:18][CH3:19])[CH2:16][OH:17])=[CH:11][CH:10]=[CH:9][CH:8]=2)([O-])=O>[Pt].C(O)(C)C>[NH2:1][C:4]1[CH:5]=[N:6][C:7]2[C:12]([C:13]=1[NH:14][C@H:15]([CH2:18][CH3:19])[CH2:16][OH:17])=[CH:11][CH:10]=[CH:9][CH:8]=2. Procedure: (2R)-2-[(3—Nitroquinolin-4-yl)amino]butan-1-ol (238 g), isopropanol (5 L) and catalyst (23.8 g of 5% platinum on carbon) were combined in a stainless steel vessel and hydrogenated at 50 psi (3.5 Kg/cm2) for 16 hours. The reaction mixture was filtered through a layer of Celite® filter agent to remove the catalyst. The filtrate was concentrated under reduced pressure to provide 208.3 g of (2R)-2-[(3-aminoquinolin-4-yl)amino]butan-1-ol as an amber oil. The reaction was run a second time on the same... The reactants are (+)-(4aR)-(10bR)-4-methyl-10b-methyl-1,2,3,4,4a,5,6,10b-octahydrobenzo[f]quinolin-3-one 8-boronic acid, C(C)(=O)N1CCC2=CC(=CC=C12)Br (1-acetyl-5-bromoindoline), C([O-])([O-])=O.[Na+].[Na+] (sodium carbonate), C1CCOC1 (THF). Reagents/catalysts: [Pd].C1(=CC=CC=C1)P(C1=CC=CC=C1)C1=CC=CC=C1.C1(=CC=CC=C1)P(C1=CC=CC=C1)C1=CC=CC=C1.C1(=CC=CC=C1)P(C1=CC=CC=C1)C1=CC=CC=C1.C1(=CC=CC=C1)P(C1=CC=CC=C1)C1=CC=CC=C1 (tetrakis (triphenylphosphine) palladium(0)). Run in C(Cl)(Cl)Cl (chloroform). The product is CN1C(CC[C@@]2(C3=C(CC[C@@H]12)C=C(C=C3)C=3C=C1CCN(C1=CC3)C(C)=O)C)=O ((+)-(4aR)-(10bR)-4-methyl-8-(1-acetylindolin-5-yl)-10b-methyl-1,2,3,4,4a,5,6,10b-octahydrobenzo[f]quinolin-3-one). Isolated yield 26.0%. As a reaction SMILES: [C:1]([N:4]1[C:12]2[C:7](=[CH:8][C:9](Br)=[CH:10][CH:11]=2)[CH2:6][CH2:5]1)(=[O:3])[CH3:2].[C:14](=[O:17])([O-])[O-].[Na+].[Na+].[CH2:20]1[CH2:24]O[CH2:22][CH2:21]1>C(Cl)(Cl)Cl.[Pd].C1(P(C2C=CC=CC=2)C2C=CC=CC=2)C=CC=CC=1.C1(P(C2C=CC=CC=2)C2C=CC=CC=2)C=CC=CC=1.C1(P(C2C=CC=CC=2)C2C=CC=CC=2)C=CC=CC=1.C1(P(C2C=CC=CC=2)C2C=CC=CC=2)C=CC=CC=1>[CH3:5][N:4]1[C@H:1]2[C@@:20]([CH3:24])([C:20]3[CH:24]=[CH:8][C:7]([C:9]4[CH:8]=[C:7]5[C:12](=[CH:11][CH:10]=4)[N:4]([C:1](=[O:3])[CH3:2])[CH2:5][CH2:6]5)=[CH:6][C:21]=3[CH2:22][CH2:2]2)[CH2:21][CH2:22][C:14]1=[O:17] |f:1.2.3,6.7.8.9.10|. Procedure details: A 15 mL round bottom flask was charged with (+)-(4aR)-(10bR)-4-methyl-10b-methyl-1,2,3,4,4a,5,6,10b-octahydrobenzo[f]quinolin-3-one-8-boronic acid (178 mg, 0.65 mmol), tetrakis (triphenylphosphine) palladium(0) (23 mg, 0.02 mmol), 1-acetyl-5-bromoindoline (156 mg, 0.65 mmol), 0.65 mL of 2M sodium carbonate and 2 mL of THF, fitted with a reflux condenser, and the stirred mixture was heated at 80°, under nitrogen, for 24 h. The mixture was cooled, diluted with chloroform (75 mL) and washed with br... The reactants are [BH4-].[Na+] (sodium borohydride), N1(N=CN=C1)N=C(C1=CC=CC=C1)C1=CC=CC=C1 (N-(1H-1,2,4-triazol-1-yl)-benzophenoneimine), [Cl-].[NH4+] (ammonium chloride). Run in C(C)(=O)OCC (ethyl acetate), C(C)O (ethanol). Yields the product C1(=CC=CC=C1)C(NN1N=CN=C1)C1=CC=CC=C1 (N-[(diphenylmethyl)]-1H-1,2,4-triazol-1-amine). RXN SMILES: [N:1]1([N:6]=[C:7]([C:14]2[CH:19]=[CH:18][CH:17]=[CH:16][CH:15]=2)[C:8]2[CH:13]=[CH:12][CH:11]=[CH:10][CH:9]=2)[CH:5]=[N:4][CH:3]=[N:2]1.[BH4-].[Na+].[Cl-].[NH4+]>C(O)C.C(OCC)(=O)C>[C:14]1([CH:7]([C:8]2[CH:13]=[CH:12][CH:11]=[CH:10][CH:9]=2)[NH:6][N:1]2[CH:5]=[N:4][CH:3]=[N:2]2)[CH:15]=[CH:16][CH:17]=[CH:18][CH:19]=1 |f:1.2,3.4|. Reported procedure: Added to a solution of 2.0 g (8.1 mmol) of N-(1H-1,2,4-triazol-1-yl)-benzophenoneimine in 20 mL of ethanol was 0.45 g (12.1 mmol) sodium borohydride at room temperature. After stirring 41/2 h, aqueous ammonium chloride was added and the mixture was diluted with ethyl acetate, washed with water and brine, dried (MgSO4) and concentrated. Product can be purified by crystallization from n-butylchloride; yield 1.7 g (84%); mp 142°-145° C.